describe an organic reaction: reactants, conditions, products, and yield From a dataset of the Open Reaction Database (ORD), a public repository of structured organic reaction records. Reactants: C(=O)([O-])[O-].[Na+].[Na+] (Na2CO3), NC=1N=NC(=CC1)Cl (3-Amino-6-chloropyridazine), 1-methyl-4-(4,4,5,5-tetramethyl-1,3,2-dioxaboran-2-yl)-1H-pyrazole, CCOC(=O)C (EtOAc). The reagents and catalysts are [Pd].C1(=CC=CC=C1)P(C1=CC=CC=C1)C1=CC=CC=C1.C1(=CC=CC=C1)P(C1=CC=CC=C1)C1=CC=CC=C1.C1(=CC=CC=C1)P(C1=CC=CC=C1)C1=CC=CC=C1.C1(=CC=CC=C1)P(C1=CC=CC=C1)C1=CC=CC=C1 (tetrakis-(triphenylphosphine)-palladium). Run in 2-dimethoxyethane. Yields the product CN1N=CC(=C1)C1=CC=C(N=N1)N (6-(1-Methyl-1H-pyrazol-4-yl)-pyridazin-3-ylamine). Reaction SMILES: [NH2:1][C:2]1[N:3]=[N:4][C:5](Cl)=[CH:6][CH:7]=1.C([O-])([O-])=O.[Na+].[Na+].CCO[C:18]([CH3:20])=O>[Pd].C1(P(C2C=CC=CC=2)C2C=CC=CC=2)C=CC=CC=1.C1(P(C2C=CC=CC=2)C2C=CC=CC=2)C=CC=CC=1.C1(P(C2C=CC=CC=2)C2C=CC=CC=2)C=CC=CC=1.C1(P(C2C=CC=CC=2)C2C=CC=CC=2)C=CC=CC=1>[CH3:5][N:4]1[CH:20]=[C:18]([C:5]2[N:4]=[N:3][C:2]([NH2:1])=[CH:7][CH:6]=2)[CH:2]=[N:3]1 |f:1.2.3,5.6.7.8.9|. Procedure: 3-Amino-6-chloropyridazine (7.76 g, 59.9 mmol) was introduced in a round bottom flask with 1-methyl-4-(4,4,5,5-tetramethyl-1,3,2-dioxaboran-2-yl)-1H-pyrazole (13.1 g, 59.9 mmol) and dissolved in 2-dimethoxyethane (160 mL). An aqueous solution of 2 M Na2CO3 (110 mL, 220 mmol) was added to this mixture and also tetrakis-(triphenylphosphine)-palladium (3.5 g, 2.99 mmol). The RM was refluxed for 26 h under nitrogen. Then was taken up with EtOAc and washed with 1N NaOH and brine. The organic layer wa... Starting materials: N=1C=CN2C1C=CC(=C2)C(=O)NN (imidazo[1,2-a]pyridine-6-carbohydrazide), FC(C=1C=C(C=CC1)CCC(=O)O)(F)F (3-[3-(trifluoromethyl)phenyl]propionic acid). Yields the product FC(C=1C=C(C=CC1)CCC1=NN=C(O1)C=1C=CC=2N(C1)C=CN2)(F)F (6-[5-[2-[3-(trifluoromethyl)phenyl]ethyl]-1,3,4-oxadiazol-2-yl]imidazo[1,2-a]pyridine). Isolated yield 58.0%. Reaction SMILES: [N:1]1[CH:2]=[CH:3][N:4]2[CH:9]=[C:8]([C:10]([NH:12][NH2:13])=[O:11])[CH:7]=[CH:6][C:5]=12.[F:14][C:15]([F:28])([F:27])[C:16]1[CH:17]=[C:18]([CH2:22][CH2:23][C:24](O)=O)[CH:19]=[CH:20][CH:21]=1>>[F:14][C:15]([F:27])([F:28])[C:16]1[CH:17]=[C:18]([CH2:22][CH2:23][C:24]2[O:11][C:10]([C:8]3[CH:7]=[CH:6][C:5]4[N:4]([CH:3]=[CH:2][N:1]=4)[CH:9]=3)=[N:12][N:13]=2)[CH:19]=[CH:20][CH:21]=1. Reported procedure: In the same manner as in Example 14 and using imidazo[1,2-a]pyridine-6-carbohydrazide instead of 1H-benzotriazole-5-carbohydrazide and 3-[3-(trifluoromethyl)phenyl]propionic acid instead of 3-(3-cyanophenyl)propionic acid, the title compound (yield 58%) was obtained as colorless crystals. Starting materials: C(C=CC1=CC=CC=C1)N1CCC2=C(C1)C1=C(OC2(CCC)CCC)C=C(C=C1O)CCCCCCCC1=C(C(=CC=C1)C)C (2-Cinnamyl-8-(2,3-dimethylphenyl-n-heptyl)-5,5-di(n-propyl)-10-hydroxy-1,2,3,4-tetrahydro-5H[1]benzopyrano [3,4-d]pyridine), Cl.N1(CCCC1)CCCC(=O)O (γ-pyrrolidinobutyric acid hydrochloride), C1(CCCCC1)N=C=NC1CCCCC1 (dicyclohexylcarbodiimide). Yields the product Cl.C(C=CC1=CC=CC=C1)N1CCC2=C(C1)C1=C(OC2(CCC)CCC)C=C(C=C1OC(CCCN1CCCC1)=O)CCCCCCCC1=C(C(=CC=C1)C)C (2-Cinnamyl-8-(2,3-dimethylphenyl-n-heptyl)-5,5-di(n-propyl)-10-[4-(pyrrolidino)butyryloxy]-1,2,3,4-tetrahydro-5H[1]benzopyrano[3,4-d]pyridine hydrochloride). Reaction SMILES: [CH2:1]([N:10]1[CH2:15][C:14]2[C:16]3[C:29]([OH:30])=[CH:28][C:27]([CH2:31][CH2:32][CH2:33][CH2:34][CH2:35][CH2:36][CH2:37][C:38]4[CH:43]=[CH:42][CH:41]=[C:40]([CH3:44])[C:39]=4[CH3:45])=[CH:26][C:17]=3[O:18][C:19]([CH2:23][CH2:24][CH3:25])([CH2:20][CH2:21][CH3:22])[C:13]=2[CH2:12][CH2:11]1)[CH:2]=[CH:3][C:4]1[CH:9]=[CH:8][CH:7]=[CH:6][CH:5]=1.[ClH:46].[N:47]1([CH2:52][CH2:53][CH2:54][C:55](O)=[O:56])[CH2:51][CH2:50][CH2:49][CH2:48]1.C1(N=C=NC2CCCCC2)CCCCC1>>[ClH:46].[CH2:1]([N:10]1[CH2:15][C:14]2[C:16]3[C:29]([O:30][C:55](=[O:56])[CH2:54][CH2:53][CH2:52][N:47]4[CH2:51][CH2:50][CH2:49][CH2:48]4)=[CH:28][C:27]([CH2:31][CH2:32][CH2:33][CH2:34][CH2:35][CH2:36][CH2:37][C:38]4[CH:43]=[CH:42][CH:41]=[C:40]([CH3:44])[C:39]=4[CH3:45])=[CH:26][C:17]=3[O:18][C:19]([CH2:23][CH2:24][CH3:25])([CH2:20][CH2:21][CH3:22])[C:13]=2[CH2:12][CH2:11]1)[CH:2]=[CH:3][C:4]1[CH:5]=[CH:6][CH:7]=[CH:8][CH:9]=1 |f:1.2,4.5|. Procedure details: 2-Cinnamyl-8-(2,3-dimethylphenyl-n-heptyl)-5,5-di(n-propyl)-10-hydroxy-1,2,3,4-tetrahydro-5H[1]benzopyrano [3,4-d]pyridine, γ-pyrrolidinobutyric acid hydrochloride and dicyclohexylcarbodiimide are reacted in equimolar amounts according to Example 1 to form the desired product. The reactants are C(=O)([O-])[O-].[K+].[K+] (K2CO3), C(C=C)Br (allyl bromide), COC([C@@H](N(S(=O)(=O)N([C@@H](C(C)C)C(=O)OC)CC=C)CC=C)C(C)C)=O (N,N′-Bis(2-propenyl)-N,N′-sulfonyl bis-L-valine Dimethyl Ester), S(=O)(=O)(N[C@H](C)C1=CC=CC=C1)N[C@H](C)C1=CC=CC=C1 (N,N′-Sulfonyl bis[(R)-1-phenyl-ethylamine]). Solvent: CC#N (CH3CN). Product: Hexanes EtOAc, C(C=C)N(S(=O)(=O)N([C@H](C)C1=CC=CC=C1)CC=C)[C@H](C)C1=CC=CC=C1 (N,N′-Bis(2-propenyl)-N,N′-sulfonyl bis[(R)-1-phenyl-ethylamine]). Yield: 99.0%. RXN SMILES: CO[C:3](=O)[C@H:4]([CH:24]([CH3:26])[CH3:25])[N:5]([CH2:21][CH:22]=[CH2:23])[S:6]([N:9]([CH2:18][CH:19]=[CH2:20])[C@H:10]([C:14](OC)=O)[CH:11]([CH3:13])[CH3:12])(=[O:8])=[O:7].S(N[C@@H](C1C=CC=CC=1)C)(N[C@@H:32]([C:34]1C=CC=CC=1)[CH3:33])(=O)=O.C([O-])([O-])=O.[K+].[K+].[CH2:55](Br)[CH:56]=[CH2:57]>CC#N>[CH2:18]([N:9]([C@@H:10]([C:11]1[CH:13]=[CH:57][CH:56]=[CH:55][CH:12]=1)[CH3:14])[S:6]([N:5]([CH2:21][CH:22]=[CH2:23])[C@@H:4]([C:24]1[CH:26]=[CH:34][CH:32]=[CH:33][CH:25]=1)[CH3:3])(=[O:8])=[O:7])[CH:19]=[CH2:20] |f:2.3.4|. Procedure: In a procedure similar to that used for the preparation of allylated sulfamide (9b), sulfamide (8e) (250 mg, 0.821 mmol) was subjected standard allylation procedures (K2CO3, allyl bromide, CH3CN 70° C., 24 hours). Flash chromatography (SiO2, Hexanes/EtOAc) yielded 313 mg (99%) of sulfamide (9e) as a clear oil. TLC Rf=0.59 (10:1 Hexanes/EtOAc); [α]25D=+77.5 (c=1.00, CHCl3); 1H NMR (CDCl3, 400 MHz) 7.46 (d, J=7.4 Hz, 4H), 7.39-7.35 (m, 4H), 7.32-7.30 (m, 2H), 5.79 (dddd, J=15.7, 9.7, 7.1, 5.8 Hz, ... Reactants: C(C)(=O)Cl (acetyl chloride), N1CCC(=CC1)C1=CC=C(C=C1)NC(=O)N1CC=2C=NC=CC2C1 (N-(4-(1,2,3,6-tetrahydropyridin-4-yl)phenyl)-1H-pyrrolo[3,4-c]pyridine-2(3H)-carboxamide), NC=1C=C2CN(CC2=CC1)C(=O)NC1=CC=C(C=C1)C(NCCC)=O (5-amino-N-(4-(propylcarbamoyl)phenyl)isoindoline-2-carboxamide). Yields the product C(C(C)C)(=O)N1CCC(=CC1)C1=CC=C(C=C1)NC(=O)N1CC=2C=NC=CC2C1 (N-[4-(1-isobutyryl-1,2,3,6-tetrahydropyridin-4-yl)phenyl]-1,3-dihydro-2H-pyrrolo[3,4-c]pyridine-2-carboxamide). Reaction SMILES: C(Cl)(=O)C.[NH:5]1[CH2:10][CH:9]=[C:8]([C:11]2[CH:16]=[CH:15][C:14]([NH:17][C:18]([N:20]3[CH2:28][C:27]4[CH:26]=[CH:25][N:24]=[CH:23][C:22]=4[CH2:21]3)=[O:19])=[CH:13][CH:12]=2)[CH2:7][CH2:6]1.NC1C=C2C(=CC=1)CN(C(NC1C=[CH:46][C:45]([C:48](=[O:53])NCCC)=[CH:44]C=1)=O)C2>>[C:48]([N:5]1[CH2:6][CH:7]=[C:8]([C:11]2[CH:16]=[CH:15][C:14]([NH:17][C:18]([N:20]3[CH2:28][C:27]4[CH:26]=[CH:25][N:24]=[CH:23][C:22]=4[CH2:21]3)=[O:19])=[CH:13][CH:12]=2)[CH2:9][CH2:10]1)(=[O:53])[CH:45]([CH3:46])[CH3:44]. Procedure: The title compound was prepared as described in Example 278, substituting isobutyryl chloride for acetyl chloride and N-(4-(1,2,3,6-tetrahydropyridin-4-yl)phenyl)-1H-pyrrolo[3,4-c]pyridine-2(3H)-carboxamide for 5-amino-N-(4-(propylcarbamoyl)phenyl)isoindoline-2-carboxamide. 1H NMR (400 MHz, DMSO-d6) δ ppm 8.61 (s, 1H), 8.50 (d, J=5.0 Hz, 1H), 8.46 (s, 1H), 7.54-7.57 (m, 2H), 7.43 (d, J=5.1 Hz, 1H), 7.34-7.38 (m, 2H), 6.10-6.13 (bs, 1H), 4.79-4.82 (m, 4H), 4.07-4.21 (m, 2H), 3.67-3.70 (m, 2H), 2.... Starting materials: [N+](=O)([O-])C1=CC=C(C=C1)OC(\C=C\C=C(C1=CC=C(C=C1)Cl)C1=CC=C(C=C1)Cl)=O ((E)-5,5-bis(4-chlorophenyl)-2,4-pentadienoic acid 4-nitrophenyl ester), N1=CC(=CC=C1)CCCCN (3-pyridinebutanamine). Run in O1CCCC1 (tetrahydrofuran). The product is ClC1=CC=C(C=C1)C(=C/C=C/C(=O)NCCCCC=1C=NC=CC1)C1=CC=C(C=C1)Cl ((E)-5,5-bis(4-chlorophenyl)-N-[4-(3-pyridinyl)butyl]-2,4-pentadienamide). Isolated yield 81.4%. Reaction SMILES: [N+](C1C=CC([O:10][C:11](=O)/[CH:12]=[CH:13]/[CH:14]=[C:15]([C:23]2[CH:28]=[CH:27][C:26]([Cl:29])=[CH:25][CH:24]=2)[C:16]2[CH:21]=[CH:20][C:19]([Cl:22])=[CH:18][CH:17]=2)=CC=1)([O-])=O.[N:31]1[CH:36]=[CH:35][CH:34]=[C:33]([CH2:37][CH2:38][CH2:39][CH2:40][NH2:41])[CH:32]=1>O1CCCC1>[Cl:29][C:26]1[CH:25]=[CH:24][C:23]([C:15]([C:16]2[CH:17]=[CH:18][C:19]([Cl:22])=[CH:20][CH:21]=2)=[CH:14]/[CH:13]=[CH:12]/[C:11]([NH:41][CH2:40][CH2:39][CH2:38][CH2:37][C:33]2[CH:32]=[N:31][CH:36]=[CH:35][CH:34]=2)=[O:10])=[CH:28][CH:27]=1. Reported procedure: As in Example 134, a solution of (E)-5,5-bis(4-chlorophenyl)-2,4-pentadienoic acid 4-nitrophenyl ester (6.35 g) and 3-pyridinebutanamine (2.7 g) in tetrahydrofuran (75 mL) was stirred for 2 hours at 25° C. and was worked up in the usual fashion. The crude material was purified by HPLC (ethyl acetate) and then crystallized from ethyl acetate-hexane to give 5.3 g of (E)-5,5-bis(4-chlorophenyl)-N-[4-(3-pyridinyl)butyl]-2,4-pentadienamide mp 146°-147° C. Anal. Calculated for C26H24Cl2N2O: C, 69.18; ... Starting materials: C1=CCCCC1, CCO, O=C(NCCCl)Nc1ccc(CCCCO)cc1, O=[N+]([O-])c1ccc(CCCCO)cc1. Reaction SMILES: [CH2:1]1[CH2:2][CH:3]=[CH:4][CH2:5][CH2:6]1.[CH3:39][CH2:40][OH:41].[Cl:21][CH2:22][CH2:23][NH:24][C:25](=[O:26])[NH:27][c:28]1[cH:29][cH:30][c:31]([CH2:32][CH2:33][CH2:34][CH2:35][OH:36])[cH:37][cH:38]1.[N+:7]([O-:8])(=[O:9])[c:10]1[cH:11][cH:12][c:13]([CH2:16][CH2:17][CH2:18][CH2:19][OH:20])[cH:14][cH:15]1>>[NH2:7][c:10]1[cH:11][cH:12][c:13]([CH2:16][CH2:17][CH2:18][CH2:19][OH:20])[cH:14][cH:15]1. Product: Nc1ccc(CCCCO)cc1. Starting materials: NC1=NC=C(C(=N1)N)CC1=CC(=C(C(=C1)OC)C(CS(=O)(=O)C)=O)OC (4'-[(2,4-diamino-5-pyrimidinyl)-methyl]-2',6'-dimethoxy-2-(methylsulfonyl)-acetophenone), [Al] (aluminum). Solvent: O1CCCC1 (tetrahydrofuran). Yields the product NC1=NC=C(C(=N1)N)CC1=CC(=C(C(=C1)OC)C(C)=O)OC (4'-[(2,4-diamino-5-pyrimidinyl)-methyl]-2',6'-dimethoxy-acetophenone). As a reaction SMILES: [NH2:1][C:2]1[N:7]=[C:6]([NH2:8])[C:5]([CH2:9][C:10]2[CH:15]=[C:14]([O:16][CH3:17])[C:13]([C:18](=[O:24])[CH2:19]S(C)(=O)=O)=[C:12]([O:25][CH3:26])[CH:11]=2)=[CH:4][N:3]=1.[Al]>O1CCCC1>[NH2:1][C:2]1[N:7]=[C:6]([NH2:8])[C:5]([CH2:9][C:10]2[CH:11]=[C:12]([O:25][CH3:26])[C:13]([C:18](=[O:24])[CH3:19])=[C:14]([O:16][CH3:17])[CH:15]=2)=[CH:4][N:3]=1. Procedure details: A solution of 7.0 g. of 4'-[(2,4-diamino-5-pyrimidinyl)-methyl]-2',6'-dimethoxy-2-(methylsulfonyl)-acetophenone in 80 ml. of 20% aqueous tetrahydrofuran is reduced with 1 g. of amalgamated aluminum at 40° over a period of 1 hour. The reaction mixture is filtered and the filtrate is concentrated to 1/3 its original volume and is adjusted to a pH of 9 with 4N sodium hydroxide solution. The precipiated product is taken up in ethyl acetate. The ethyl acetate extracts are dried over magnesium sulfate... Reactants: ClC1=C(C=C2CC(C(C2=C1Cl)=O)(C)C1CCCC1)OCC(=O)O ((+)[(6,7-dichloro-2-cyclopentyl-2,3-dihydro-2-methyl-1-oxo-1H-inden-5-yl)oxy]acetic acid), C(CCC)C1(C(C2=C(C(=C(C=C2C1)OCC(=O)O)Cl)Cl)=O)C1CCCC1 ((+)[(2-butyl-6,7-dichloro-2-cyclopentyl-2,3-dihydro-1-oxo-1H-inden-5-yl)oxy]acetic acid). Yields the product C(CCC)C1(C(C2=C(C(=C(C=C2C1)O)Cl)Cl)=O)C1CCCC1 ((+)2-butyl-6,7-dichloro-2-cyclopentyl-2,3-dihydro-5-hydroxy-1H-inden-1-one). As a reaction SMILES: ClC1C(Cl)=C2C(CC(C3CCCC3)(C)C2=O)=CC=1OCC(O)=O.[CH2:24]([C:28]1([CH:45]2[CH2:49][CH2:48][CH2:47][CH2:46]2)[CH2:36][C:35]2[C:30](=[C:31]([Cl:43])[C:32]([Cl:42])=[C:33]([O:37]CC(O)=O)[CH:34]=2)[C:29]1=[O:44])[CH2:25][CH2:26][CH3:27]>>[CH2:24]([C:28]1([CH:45]2[CH2:49][CH2:48][CH2:47][CH2:46]2)[CH2:36][C:35]2[C:30](=[C:31]([Cl:43])[C:32]([Cl:42])=[C:33]([OH:37])[CH:34]=2)[C:29]1=[O:44])[CH2:25][CH2:26][CH3:27]. Procedure details: By following substantially the procedure in Example 8, Step A, but substituting for (+)[(6,7-dichloro-2-cyclopentyl-2,3-dihydro-2-methyl-1-oxo-1H-inden-5-yl)oxy]acetic acid an equimolar quantity of (+)[(2-butyl-6,7-dichloro-2-cyclopentyl-2,3-dihydro-1-oxo-1H-inden-5-yl)oxy]acetic acid, there is obtained (+)2-butyl-6,7-dichloro-2-cyclopentyl-2,3-dihydro-5-hydroxy-1H-inden-1-one which is used in Step C without further purification. Starting materials: C(C(O)C1=CC=CC=C1)(=O)OC (methyl mandelate), C(C(O)C1=CC=CC=C1)(=O)OC (methyl mandelate). Reagents/catalysts: catalyst. The solvent is CO (methanol). Product: C1(=CC=CC=C1)C(C(=O)OC)=O (methyl phenylglyoxylate), α-keto acid ester. As a reaction SMILES: [C:1]([O:11][CH3:12])(=[O:10])[CH:2]([C:4]1[CH:9]=[CH:8][CH:7]=[CH:6][CH:5]=1)[OH:3]>CO>[C:4]1([C:2](=[O:3])[C:1]([O:11][CH3:12])=[O:10])[CH:9]=[CH:8][CH:7]=[CH:6][CH:5]=1. Procedure details: The procedures of Example 1 were repeated except for employing the above-obtained catalyst (8 ml), feeding air and nitrogen at feed rates of 35 ml/min. and 70 ml/min., respectively, and feeding a methyl mandelate solution comprising methanol and methyl mandelate (6:1, by weight) at a feed rate of 17.0 g/hr., to carry out the gaseous catalytic reaction. There was obtained methyl phenylglyoxylate as α-keto acid ester. The results are set forth in Table 5.